Dataset: the Open Reaction Database (ORD), a public repository of structured organic reaction records. Task: describe an organic reaction: reactants, conditions, products, and yield Starting materials: BrC(Br)(Br)Br, CC[N+](CC)(CC)Cc1ccccc1, ClCCl, COP([O-])OC, [Cl-], CC(C)c1ccc(N2CCOCC2)c(N)c1, [Na+], [OH-]. The product is COP(=O)(Nc1cc(C(C)C)ccc1N1CCOCC1)OC. RXN SMILES: [Br:3][C:4]([Br:5])([Br:6])[Br:7].[CH2:31]([N+:32]([CH2:33][CH3:34])([CH2:35][CH3:36])[CH2:37][c:38]1[cH:39][cH:40][cH:41][cH:42][cH:43]1)[CH3:44].[CH2:45]([Cl:46])[Cl:47].[CH3:24][O:25][P:26]([O:27][CH3:28])[O-:29].[Cl-:30].[NH2:8][c:9]1[c:10]([N:18]2[CH2:19][CH2:20][O:21][CH2:22][CH2:23]2)[cH:11][cH:12][c:13]([CH:15]([CH3:16])[CH3:17])[cH:14]1.[Na+:2].[OH-:1]>>[NH:8]([c:9]1[c:10]([N:18]2[CH2:19][CH2:20][O:21][CH2:22][CH2:23]2)[cH:11][cH:12][c:13]([CH:15]([CH3:16])[CH3:17])[cH:14]1)[P:26]([O:25][CH3:24])([O:27][CH3:28])=[O:29]. The reactants are Cl.N1CCC(CC1)NC(=O)C1=C(NC2=C1N=CN=C2C2=C(C=CC(=C2)F)OCC2CC2)C (4-(2-cyclopropylmethoxy-5-fluoro-phenyl)-6-methyl-5H-pyrrolo[3,2-d]pyrimidine-7-carboxylic acid piperidin-4-ylamide hydrochloride), COCC(=O)Cl (methoxy-acetyl chloride). The product is COCC(=O)N1CCC(CC1)NC(=O)C1=C(NC2=C1N=CN=C2C2=C(C=CC(=C2)F)OCC2CC2)C (4-(2-Cyclopropylmethoxy-5-fluoro-phenyl)-6-methyl-5H-pyrrolo[3,2-d]pyrimidine-7-carboxylic acid [1-(2-methoxy-acetyl)-piperidin-4-yl]-amide). RXN SMILES: Cl.[NH:2]1[CH2:7][CH2:6][CH:5]([NH:8][C:9]([C:11]2[C:15]3[N:16]=[CH:17][N:18]=[C:19]([C:20]4[CH:25]=[C:24]([F:26])[CH:23]=[CH:22][C:21]=4[O:27][CH2:28][CH:29]4[CH2:31][CH2:30]4)[C:14]=3[NH:13][C:12]=2[CH3:32])=[O:10])[CH2:4][CH2:3]1.[CH3:33][O:34][CH2:35][C:36](Cl)=[O:37]>>[CH3:33][O:34][CH2:35][C:36]([N:2]1[CH2:3][CH2:4][CH:5]([NH:8][C:9]([C:11]2[C:15]3[N:16]=[CH:17][N:18]=[C:19]([C:20]4[CH:25]=[C:24]([F:26])[CH:23]=[CH:22][C:21]=4[O:27][CH2:28][CH:29]4[CH2:30][CH2:31]4)[C:14]=3[NH:13][C:12]=2[CH3:32])=[O:10])[CH2:6][CH2:7]1)=[O:37] |f:0.1|. Procedure details: Starting from 4-(2-cyclopropylmethoxy-5-fluoro-phenyl)-6-methyl-5H-pyrrolo[3,2-d]pyrimidine-7-carboxylic acid piperidin-4-ylamide hydrochloride (example D.f12) and commercially methoxy-acetyl chloride the title compound is obtained as colorless solid. Reactants: C1(CCCO1)=O (gamma-butyrolactone), C(C)O (ethanol), Cl (HCl), [OH-].[Na+] (NaOH), Cl (HCl), Cl (HCl), Cl (HCl). The solvent is C1(=CC=CC=C1)C (toluene). Run at temperature 100 celsius, time 2 hour. The product is C(C)OC(CCCCl)=O (gamma-chlorobutyric acid ethyl ester). Isolated yield 85.0%. Reaction SMILES: [C:1]1(=[O:6])[O:5][CH2:4][CH2:3][CH2:2]1.[ClH:7].[CH2:8](O)[CH3:9].[OH-].[Na+]>C1(C)C=CC=CC=1>[CH2:4]([O:5][C:1](=[O:6])[CH2:2][CH2:9][CH2:8][Cl:7])[CH3:3] |f:3.4|. Reported procedure: 51.7 kg (0.6 kmol) of gamma-butyrolactone (100 percent) was placed in an enamel pressure agitator. The closed system was heated to 100° C. with good agitation, and starting from 60° C. a total of about 26.5 kg (0.72 kmol) of HCl was pressed on. The temperature and pressure quickly rose, caused by the exothermia. The addition of HCl and heat output were regulated so that the reaction could be performed isothermally at 100° C. and isobarically at 11 bars of pressure. Addition was continued until n... The reactants are Cl.NC(=N)N (guanidine hydrochloride), C[O-].[Na+] (sodium methoxide), C1(=CC=CC=C1)C=1C=C(C(=O)OC)C=CC1 (methyl 3-phenylbenzoate), C(C)(=O)OCC (ethyl acetate). Solvent: CO (methanol), CO (methanol), O (water). Reaction conditions: time 15 minute. Product: Cl.C1(=CC=CC=C1)C=1C=C(C(=O)N=C(N)N)C=CC1 (2-[3-phenylbenzoyl]guanidine hydrochloride). Yield: 17.6%. As a reaction SMILES: [ClH:1].[NH2:2][C:3]([NH2:5])=[NH:4].C[O-].[Na+].[C:9]1([C:15]2[CH:16]=[C:17]([CH:22]=[CH:23][CH:24]=2)[C:18](OC)=[O:19])[CH:14]=[CH:13][CH:12]=[CH:11][CH:10]=1.C(OCC)(=O)C>CO.O>[ClH:1].[C:9]1([C:15]2[CH:16]=[C:17]([CH:22]=[CH:23][CH:24]=2)[C:18]([N:4]=[C:3]([NH2:5])[NH2:2])=[O:19])[CH:10]=[CH:11][CH:12]=[CH:13][CH:14]=1 |f:0.1,2.3,8.9|. Reported procedure: To a solution of guanidine hydrochloride (2.7 g) in methanol (12 ml) was added sodium methoxide (5.13 g, 28% in methanol) and the mixture was stirred for 15 minutes under nitrogen. To this mixture was added a solution of methyl 3-phenylbenzoate (1.20 g) in methanol (2 ml) and the mixture was stirred for 6 hours. The reaction mixture was poured into a mixture of ethyl acetate (100 ml) and water (50 ml). The organic layer was successively washed with 5N-sodium hydroxide aqueous solution and brine,... Starting materials: CO, FCCCCCCCCCCC=CCCOC1CCCCO1. The product is OCCC=CCCCCCCCCCCF. RXN SMILES: [CH3:23][OH:24].[O:1]1[CH2:2][CH2:3][CH2:4][CH2:5][CH:6]1[O:7][CH2:8][CH2:9][CH:10]=[CH:11][CH2:12][CH2:13][CH2:14][CH2:15][CH2:16][CH2:17][CH2:18][CH2:19][CH2:20][CH2:21][F:22]>>[OH:7][CH2:8][CH2:9][CH:10]=[CH:11][CH2:12][CH2:13][CH2:14][CH2:15][CH2:16][CH2:17][CH2:18][CH2:19][CH2:20][CH2:21][F:22]. Reactants: Cl (HCl), C(C)OP(OCC)(=O)C(CC1=CC=CC=C1)C#N (diethyl(1-cyano-2-phenylethyl)phosphonate). Reagents/catalysts: [Pt]=O (Platinum oxide). The solvent is CCO (EtOH). Product: C(C)OP(OCC)(=O)C(CN)CC1CCCCC1 (diethyl[2-amino-1-(cyclohexylmethyl)ethyl]phosphonate). As a reaction SMILES: Cl.[CH2:2]([O:4][P:5]([CH:10]([C:18]#[N:19])[CH2:11][C:12]1[CH:17]=[CH:16][CH:15]=[CH:14][CH:13]=1)(=[O:9])[O:6][CH2:7][CH3:8])[CH3:3]>CCO.[Pt]=O>[CH2:7]([O:6][P:5]([CH:10]([CH2:11][CH:12]1[CH2:13][CH2:14][CH2:15][CH2:16][CH2:17]1)[CH2:18][NH2:19])(=[O:9])[O:4][CH2:2][CH3:3])[CH3:8]. Procedure: Platinum oxide and conc.HCl were added to a solution of diethyl(1-cyano-2-phenylethyl)phosphonate in EtOH, for overnight stirring under hydrogen atmosphere, to obtain diethyl[2-amino-1-(cyclohexylmethyl)ethyl]phosphonate. The reactants are CCCCc1nc2ccc(C(O)CC)cc2c(=O)n1Cc1ccc(-c2ccccc2-c2nnnn2C(c2ccccc2)(c2ccccc2)c2ccccc2)cc1, C1CCOC1, CI, [H-], [Na+]. Yields the product CCCCc1nc2ccc(C(CC)OC)cc2c(=O)n1Cc1ccc(-c2ccccc2-c2nnnn2C(c2ccccc2)(c2ccccc2)c2ccccc2)cc1. RXN SMILES: [CH2:5]([CH2:6][CH2:7][CH3:8])[c:9]1[n:10][c:11]2[cH:12][cH:13][c:14]([CH:57]([CH2:58][CH3:59])[OH:60])[cH:15][c:16]2[c:17](=[O:56])[n:18]1[CH2:19][c:20]1[cH:21][cH:22][c:23](-[c:26]2[c:27](-[c:32]3[n:33][n:34][n:35][n:36]3[C:37]([c:38]3[cH:39][cH:40][cH:41][cH:42][cH:43]3)([c:44]3[cH:45][cH:46][cH:47][cH:48][cH:49]3)[c:50]3[cH:51][cH:52][cH:53][cH:54][cH:55]3)[cH:28][cH:29][cH:30][cH:31]2)[cH:24][cH:25]1.[CH2:61]1[O:62][CH2:63][CH2:64][CH2:65]1.[CH3:1][I:2].[H-:3].[Na+:4]>>[CH3:1][O:60][CH:57]([c:14]1[cH:13][cH:12][c:11]2[n:10][c:9]([CH2:5][CH2:6][CH2:7][CH3:8])[n:18]([CH2:19][c:20]3[cH:21][cH:22][c:23](-[c:26]4[c:27](-[c:32]5[n:33][n:34][n:35][n:36]5[C:37]([c:38]5[cH:39][cH:40][cH:41][cH:42][cH:43]5)([c:44]5[cH:45][cH:46][cH:47][cH:48][cH:49]5)[c:50]5[cH:51][cH:52][cH:53][cH:54][cH:55]5)[cH:28][cH:29][cH:30][cH:31]4)[cH:24][cH:25]3)[c:17](=[O:56])[c:16]2[cH:15]1)[CH2:58][CH3:59]. Reactants: CC1CN(CCN1)C1=NC=C(C#N)C=C1 (6-(3-methylpiperazin-1-yl)nicotinonitrile), FC(C1=NC(=NO1)C=1C=C(C(=O)O)C=CC1)(F)F (3-(5-(trifluoromethyl)-1,2,4-oxadiazol-3-yl)benzoic acid). Yields the product CC1CN(CCN1C(C1=CC(=CC=C1)C1=NOC(=N1)C(F)(F)F)=O)C1=NC=C(C#N)C=C1 (6-(3-Methyl-4-(3-(5-(trifluoromethyl)-1,2,4-oxadiazol-3-yl)benzoyl)piperazin-1-yl)nicotinonitrile). The yield is 39.0%. Reaction SMILES: [CH3:1][CH:2]1[NH:7][CH2:6][CH2:5][N:4]([C:8]2[CH:15]=[CH:14][C:11]([C:12]#[N:13])=[CH:10][N:9]=2)[CH2:3]1.[F:16][C:17]([F:33])([F:32])[C:18]1[O:22][N:21]=[C:20]([C:23]2[CH:24]=[C:25]([CH:29]=[CH:30][CH:31]=2)[C:26](O)=[O:27])[N:19]=1>>[CH3:1][CH:2]1[N:7]([C:26](=[O:27])[C:25]2[CH:29]=[CH:30][CH:31]=[C:23]([C:20]3[N:19]=[C:18]([C:17]([F:33])([F:32])[F:16])[O:22][N:21]=3)[CH:24]=2)[CH2:6][CH2:5][N:4]([C:8]2[CH:15]=[CH:14][C:11]([C:12]#[N:13])=[CH:10][N:9]=2)[CH2:3]1. Procedure details: This compound was synthesized from 6-(3-methylpiperazin-1-yl)nicotinonitrile and 3-(5-(trifluoromethyl)-1,2,4-oxadiazol-3-yl)benzoic acid as described for example 37 step 3 (75 mg, yield 39%). 1H NMR (400 MHz, MeOD) δ 8.41 (d, J=2.0 Hz, 1H), 8.27-8.25 (m, 1H), 8.18 (s, 1H), 7.77-7.72 (m, 3H), 6.89 (d, J=9.0 Hz, 1H), 4.39 (m, 3H), 3.48 (m, 2H), 3.22-3.15 (m, 1H), 1.29 (m, 3H). MS (ESI) m/z: Calculated for C21H17F3N6O2: 442.14. found: 443.2 (M+H)+.